Dataset: the Open Reaction Database (ORD), a public repository of structured organic reaction records. Task: describe an organic reaction: reactants, conditions, products, and yield Starting materials: C(C)OC(=O)CC1=NNC(C1)=O (3-(ethoxycarbonylmethyl)-2-pyrazolin-5-one), [C-]#N.[Na+] (NaCN), CO (MeOH). Run in N (ammonia). Conditions: temperature 45 celsius. Yields the product NC(=O)CCC1=NNC(C1)=O (3-(2-Aminocarbonylethyl)-2-pyrazolin-5-one). RXN SMILES: C(O[C:4]([CH2:6][C:7]1[CH2:11][C:10](=[O:12])[NH:9][N:8]=1)=O)C.[C-:13]#[N:14].[Na+].C[OH:17]>N>[NH2:14][C:13]([CH2:4][CH2:6][C:7]1[CH2:11][C:10](=[O:12])[NH:9][N:8]=1)=[O:17] |f:1.2|. Procedure: A mixture of 3-(ethoxycarbonylmethyl)-2-pyrazolin-5-one (1 g, 5.8 mmol) and NaCN (28 mg, 0.58 mmol) in 30 ml of 9M ammonia in MeOH was heated to 45° C. in sealed tube for 3 days. After cooling, the solvent was evaporated and the residue was suspended in water. The precipitated solid was collected by filtration. Starting materials: Cc1nc(Cl)c2ccccc2n1, COc1ccc(N)c(F)c1. Yields the product COc1ccc(Nc2nc(C)nc3ccccc23)c(F)c1. Reaction SMILES: [Cl:1][c:2]1[n:3][c:4]([CH3:12])[n:5][c:6]2[cH:7][cH:8][cH:9][cH:10][c:11]12.[F:13][c:14]1[c:15]([NH2:16])[cH:17][cH:18][c:19]([O:21][CH3:22])[cH:20]1>>[c:2]1([NH:16][c:15]2[c:14]([F:13])[cH:20][c:19]([O:21][CH3:22])[cH:18][cH:17]2)[n:3][c:4]([CH3:12])[n:5][c:6]2[cH:7][cH:8][cH:9][cH:10][c:11]12.